From a dataset of the Open Reaction Database (ORD), a public repository of structured organic reaction records. describe an organic reaction: reactants, conditions, products, and yield Reactants: BrCc1ccccc1, CN(C)C=O, [H-], [Na+], O, N#Cc1ccc(N2CCC(O)C2)c2ccccc12. Product: N#Cc1ccc(N2CCC(OCc3ccccc3)C2)c2ccccc12. RXN SMILES: [Br:21][CH2:22][c:23]1[cH:24][cH:25][cH:26][cH:27][cH:28]1.[CH3:30][N:31]([CH3:32])[CH:33]=[O:34].[H-:19].[Na+:20].[OH2:29].[OH:1][CH:2]1[CH2:3][N:4]([c:7]2[cH:8][cH:9][c:10]([C:17]#[N:18])[c:11]3[cH:12][cH:13][cH:14][cH:15][c:16]23)[CH2:5][CH2:6]1>>[O:1]([CH:2]1[CH2:3][N:4]([c:7]2[cH:8][cH:9][c:10]([C:17]#[N:18])[c:11]3[cH:12][cH:13][cH:14][cH:15][c:16]23)[CH2:5][CH2:6]1)[CH2:22][c:23]1[cH:24][cH:25][cH:26][cH:27][cH:28]1. Starting materials: C(C)(C)(C)OC(=O)N1CCC=2C(=NNC2CC1)C1=CC=C(C=C1)Cl (3-(4-chloro-phenyl)-4,5,7,8-tetrahydro-1H-1,2,6-triaza-azulene-6-carboxylic acid tert-butyl ester), ClC1CCCCCC1 (chloro-cycloheptane), C(C)(C)(C)OC(=O)N1CCC=2C(N(NC2CC1)C1CCCCCC1)C1=CC=C(C=C1)Cl (3-(4-chloro-phenyl)-2-cycloheptyl-1,4,5,6,7,8-hexahydro-1,2,6-triaza-azulene-6-carboxylic acid tert-butyl ester). Product: ClC1=CC=C(C=C1)C1=NN(C=2CCNCCC12)C1CCCCCC1 (3-(4-Chloro-phenyl)-1-cycloheptyl-1,4,5,6,7,8-hexahydro-1,2,6-triaza-azulene). Isolated yield 21.3%. As a reaction SMILES: C(OC([N:8]1[CH2:17][CH2:16][C:15]2[NH:14][N:13]=[C:12]([C:18]3[CH:23]=[CH:22][C:21]([Cl:24])=[CH:20][CH:19]=3)[C:11]=2[CH2:10][CH2:9]1)=O)(C)(C)C.Cl[CH:26]1[CH2:32][CH2:31][CH2:30][CH2:29][CH2:28][CH2:27]1.C(OC(N1CCC2NN(C3CCCCCC3)C(C3C=CC(Cl)=CC=3)C=2CC1)=O)(C)(C)C>>[Cl:24][C:21]1[CH:20]=[CH:19][C:18]([C:12]2[C:11]3[CH2:10][CH2:9][NH:8][CH2:17][CH2:16][C:15]=3[N:14]([CH:26]3[CH2:32][CH2:31][CH2:30][CH2:29][CH2:28][CH2:27]3)[N:13]=2)=[CH:23][CH:22]=1. Procedure details: The title compound (22 mg) was prepared from 3-(4-chloro-phenyl)-4,5,7,8-tetrahydro-1H-1,2,6-triaza-azulene-6-carboxylic acid tert-butyl ester (Example 103, Step B; 0.30 mmol) using chloro-cycloheptane (1.0 mmol) in place of chloro-cyclobutane according to Example 238. The reaction sequence also yielded 3-(4-chloro-phenyl)-2-cycloheptyl-1,4,5,6,7,8-hexahydro-1,2,6-triaza-azulene-6-carboxylic acid tert-butyl ester in the alkylation step. MS (ESI): exact mass calculated for C20H26ClN3, 343.18. fou... The reactants are CCO, CCOC(C)=O, Nc1cccc(Cl)c1[N+](=O)[O-], Cl, [K+], [OH-], O, O, Cl[Sn]Cl. Product: Nc1cccc(Cl)c1N. As a reaction SMILES: [CH2:13]([OH:14])[CH3:15].[CH3:23][CH2:24][O:25][C:26]([CH3:27])=[O:28].[Cl:1][c:2]1[c:3]([N+:9]([O-:10])=[O:11])[c:4]([NH2:5])[cH:6][cH:7][cH:8]1.[ClH:12].[K+:22].[OH-:21].[OH2:16].[OH2:17].[Sn:18]([Cl:19])[Cl:20]>>[Cl:1][c:2]1[c:3]([NH2:9])[c:4]([NH2:5])[cH:6][cH:7][cH:8]1. The reactants are C(#N)C1=CC=C(C=C1)C=1NC(=C(N1)C1=CC=C(C=C1)F)C1=CC=NC=C1 (2-(4-cyanophenyl)-4-(4-fluorophenyl)-5-(4-pyridyl)-1H-imidazole), [H-].[H-].[H-].[H-].[Li+].[Al+3] (LiAlH4), [OH-].[Na+] (NaOH), [H-].[H-].[H-].[H-].[Li+].[Al+3] (LiAlH4). Solvent: C1CCOC1 (THF). Conditions: time 30 minute. Product: NCC1=CC=C(C=C1)C=1NC(=C(N1)C1=CC=C(C=C1)F)C1=CC=NC=C1 (2-(4-Aminomethylphenyl)-4-(4-fluorophenyl)-5-(4-pyridyl)-1H-imidazole). Isolated yield 59.7%. As a reaction SMILES: [C:1]([C:3]1[CH:8]=[CH:7][C:6]([C:9]2[NH:10][C:11]([C:21]3[CH:26]=[CH:25][N:24]=[CH:23][CH:22]=3)=[C:12]([C:14]3[CH:19]=[CH:18][C:17]([F:20])=[CH:16][CH:15]=3)[N:13]=2)=[CH:5][CH:4]=1)#[N:2].[H-].[H-].[H-].[H-].[Li+].[Al+3].[OH-].[Na+]>C1COCC1>[NH2:2][CH2:1][C:3]1[CH:4]=[CH:5][C:6]([C:9]2[NH:10][C:11]([C:21]3[CH:22]=[CH:23][N:24]=[CH:25][CH:26]=3)=[C:12]([C:14]3[CH:19]=[CH:18][C:17]([F:20])=[CH:16][CH:15]=3)[N:13]=2)=[CH:7][CH:8]=1 |f:1.2.3.4.5.6,7.8|. Procedure details: To a solution of 2-(4-cyanophenyl)-4-(4-fluorophenyl)-5-(4-pyridyl)-1H-imidazole (2.5 g, 7.3 mmol) [See Ex. 1 above] in THF (50 mL) was added LiAlH4 (7.3 mL of 1 M solution in THF, 7.3 mmol), and the resulting mixture was heated at reflux for 2 h, at which time tlc analysis indicated that the reaction was incomplete. Additional LiAlH4 (4.0 mL, 4.0 mmol) was added and heating was continued for 30 min. The mixture was allowed to cool, then poured into 2.5 N NaOH and extracted with THF. The organic... Starting materials: CCO, CC1(C(=O)Cl)CC1(F)F, O=S(=O)(O)O. Yields the product CCOC(=O)C1(C)CC1(F)F. Reaction SMILES: [CH3:15][CH2:16][OH:17].[F:1][C:2]1([F:9])[C:3]([C:5](=[O:6])[Cl:7])([CH3:8])[CH2:4]1.[S:10](=[O:11])(=[O:12])([OH:13])[OH:14]>>[F:1][C:2]1([F:9])[C:3]([C:5](=[O:6])[O:17][CH2:16][CH3:15])([CH3:8])[CH2:4]1. Reactants: S(O)(O)(=O)=O (sulfuric acid), Br[C@@H](C(=O)O)CC ((R)-2-bromobutyric acid), C(C)O (ethanol), ice water. Yields the product Br[C@@H](C(=O)OCC)CC (ethyl (R)-2-bromobutyrate). Reaction SMILES: S(=O)(=O)(O)O.[Br:6][C@H:7]([CH2:11][CH3:12])[C:8]([OH:10])=[O:9].[CH2:13](O)[CH3:14]>>[Br:6][C@H:7]([CH2:11][CH3:12])[C:8]([O:10][CH2:13][CH3:14])=[O:9]. Procedure details: 0.45 mL of sulfuric acid was added to ethanol (70 mL) solution of 7.0 g of (R)-2-bromobutyric acid at room temperature, and refluxed for 3 hours. The reaction mixture was cooled to room temperature, and poured into ice water (140 mL). The solution was extracted 3 times with ethyl acetate. The combined extract was sequentially washed with saturated sodium hydrogen carbonate solution and brine, and dried over anhydrous sodium sulfate. After filtration, the filtrate was concentrated in vacuo, and 7... Reactants: OC(C)(C)C=1OC=C(N1)C(=O)OCC (ethyl 2-(2-hydroxypropan-2-yl)oxazole-4-carboxylate), NC[C@H](C)N1N=C(C=C1)C1=CC(=C(C#N)C(=C1)F)Cl ((S)-4-(1-(1-aminopropan-2-yl)-1H-pyrazol-3-yl)-2-chloro-6-fluorobenzonitrile). Product: ClC=1C=C(C=C(C1C#N)F)C1=NN(C=C1)[C@H](CNC(=O)C=1N=C(OC1)C(C)(C)O)C ((S)—N-(2-(3-(3-Chloro-4-cyano-5-fluorophenyl)-1H-pyrazol-1-yl)propyl)-2-(2-hydroxypropan-2-yl)oxazole-4-carboxamide). As a reaction SMILES: [OH:1][C:2]([C:5]1[O:6][CH:7]=[C:8]([C:10]([O:12]CC)=O)[N:9]=1)([CH3:4])[CH3:3].[NH2:15][CH2:16][C@@H:17]([N:19]1[CH:23]=[CH:22][C:21]([C:24]2[CH:31]=[C:30]([F:32])[C:27]([C:28]#[N:29])=[C:26]([Cl:33])[CH:25]=2)=[N:20]1)[CH3:18]>>[Cl:33][C:26]1[CH:25]=[C:24]([C:21]2[CH:22]=[CH:23][N:19]([C@@H:17]([CH3:18])[CH2:16][NH:15][C:10]([C:8]3[N:9]=[C:5]([C:2]([OH:1])([CH3:3])[CH3:4])[O:6][CH:7]=3)=[O:12])[N:20]=2)[CH:31]=[C:30]([F:32])[C:27]=1[C:28]#[N:29]. Reported procedure: The title compound was prepared using the procedure described in Example 52(g) starting from ethyl 2-(2-hydroxypropan-2-yl)oxazole-4-carboxylate (0.75 mmol, 150 mg) and (S)-4-(1-(1-aminopropan-2-yl)-1H-pyrazol-3-yl)-2-chloro-6-fluorobenzonitrile (0.75 mmol, 209 mg). Yield 87 mg. 1H-NMR (400 MHz; DMSO-d6): δ 1.45 (d, 3H), 1.49 (s, 6H), 3.55-3.61 (m, 1H), 3.66-3.73 (m, 1H), 4.69-4.74 (m, 1H), 5.66 (s, 1H), 7.03 (d, 1H), 7.88-7.93 (m, 2H), 8.0 (s, 1H), 8.19 (t, 1H), 8.51 (s, 1H). LC-MS: [M+1]=432.3...